From a dataset of the Open Reaction Database (ORD), a public repository of structured organic reaction records. describe an organic reaction: reactants, conditions, products, and yield Reactants: FC1=CC=C(CC2(CC2)C(=O)O)C=C1 (1-(4-fluorobenzyl)-cyclopropanecarboxylic acid), FC1C(C1)(C(=O)O)CC1=CC=CC=C1 (fluorobenzylcyclopropanecarboxylic acid), BrCC1=C(C=CC=C1)C(C(=O)OC)=COC (methyl alpha-(2-bromomethylphenyl)-beta-methoxyacrylate), [OH-].[K+] (potassium hydroxide), [K] (potassium). Product: FC1=CC=C(CC(C2=C(C=CC=C2)C(C(=O)OC)=COC)OC(=O)C2CC2)C=C1 (Methyl alpha-{2-[1-(4-fluorobenzyl)-cyclopropylcarbonyloxymethyl]-phenyl}-beta-methoxyacrylate). Isolated yield 54.0%. Reaction SMILES: [F:1][C:2]1[CH:14]=[CH:13][C:5]([CH2:6][C:7]2(C(O)=O)[CH2:9][CH2:8]2)=[CH:4][CH:3]=1.[OH-].[K+].[K].F[CH:19]1[CH2:21][C:20]1(CC1C=CC=CC=1)[C:22]([OH:24])=[O:23].BrC[C:34]1[CH:39]=[CH:38]C=C[C:35]=1[C:40](=[CH:45][O:46][CH3:47])[C:41]([O:43][CH3:44])=[O:42]>>[F:1][C:2]1[CH:3]=[CH:4][C:5]([CH2:6][CH:7]([O:24][C:22]([CH:20]2[CH2:19][CH2:21]2)=[O:23])[C:9]2[CH:8]=[CH:38][CH:39]=[CH:34][C:35]=2[C:40](=[CH:45][O:46][CH3:47])[C:41]([O:43][CH3:44])=[O:42])=[CH:13][CH:14]=1 |f:1.2,^1:16|. Procedure: A method similar to Example 3 was used and 6.3 g (32 mmol) of 1-(4-fluorobenzyl)-cyclopropanecarboxylic acid were converted with 2.0 g (36 mmol) of potassium hydroxide into the potassium salt of fluorobenzylcyclopropanecarboxylic acid, and said salt was then reacted at 100° C. with 6.3 g (22 mmol) of methyl alpha-(2-bromomethylphenyl)-beta-methoxyacrylate. Yield: 54%; colorless oil. The reactants are CC(=O)OC(C)=O, O=Cc1ccc(O)cc1, c1ccncc1. Yields the product CC(=O)O, O=Cc1ccc(O)cc1. As a reaction SMILES: [CH3:10][C:11](=[O:12])[O:13][C:14](=[O:15])[CH3:16].[OH:1][c:2]1[cH:3][cH:4][c:5]([CH:6]=[O:7])[cH:8][cH:9]1.[cH:17]1[cH:18][cH:19][n:20][cH:21][cH:22]1>>[CH3:10][C:11](=[O:12])[OH:13].[OH:1][c:2]1[cH:3][cH:4][c:5]([CH:6]=[O:7])[cH:8][cH:9]1. The reactants are CO (Methanol), CC(C)(C)[Si](C)(C)Cl ([(1,1-Dimethylethyl)dimethylsilyl]chloride), C1(=CC=CC=C1)COC(=O)N[C@@H](CCO)C(=O)O (N-[(phenylmethoxy)carbonyl]-L-homoserine), N1C=NC=C1 (imidazole). Procedure: [(1,1-Dimethylethyl)dimethylsilyl]chloride (37.5 g., 249 mmol.) was added to a solution of N-[(phenylmethoxy)carbonyl]-L-homoserine [prepared as described in Example 6(a), 41.56 mmol.] in dimethylformamide (125 ml.), followed by imidazole (33.95 g., 498 mmol.). The resulting light yellow solution was stirred at room temperature for 22 hours. Methanol (500 ml.) was added, the reaction mixture was stirred for an additional 6 hours, and then the methanol and most of the dimethylformamide were remov... Solvent: CN(C=O)C (dimethylformamide). RXN SMILES: [CH3:1][C:2]([Si:5](Cl)([CH3:7])[CH3:6])([CH3:4])[CH3:3].[C:9]1([CH2:15][O:16][C:17]([NH:19][C@H:20]([C:24]([OH:26])=[O:25])[CH2:21][CH2:22][OH:23])=[O:18])[CH:14]=[CH:13][CH:12]=[CH:11][CH:10]=1.N1C=CN=C1.CO>CN(C)C=O>[C:9]1([CH2:15][O:16][C:17]([NH:19][C@H:20]([C:24]([OH:26])=[O:25])[CH2:21][CH2:22][O:23][Si:5]([C:2]([CH3:4])([CH3:3])[CH3:1])([CH3:7])[CH3:6])=[O:18])[CH:10]=[CH:11][CH:12]=[CH:13][CH:14]=1. The product is C1(=CC=CC=C1)COC(=O)N[C@@H](CCO[Si](C)(C)C(C)(C)C)C(=O)O (N-[(Phenylmethoxy)carbonyl]-O-[(1,1-dimethylethyl)dimethylsilyl]-L-homoserine). Reaction conditions: time 22 hour. Reactants: CCOC(=O)CC(=O)OCC, CC[O-], CCO, [Cl-], [Cl-], [Li+], [NH4+], [Na+], O, Cc1ccc(S(=O)(=O)OCCC2CCN(C(=O)OC(C)(C)C)CC2)cc1. Product: CCOC(=O)CCCC1CCN(C(=O)OC(C)(C)C)CC1. RXN SMILES: [C:27]([CH2:28][C:29](=[O:30])[O:31][CH2:32][CH3:33])([O:34][CH2:35][CH3:36])=[O:37].[CH3:39][CH2:40][O-:41].[CH3:47][CH2:48][OH:49].[Cl-:42].[Cl-:45].[Li+:44].[NH4+:43].[Na+:38].[OH2:46].[c:1]1([CH3:2])[cH:3][cH:4][c:5]([S:6]([O:7][CH2:11][CH2:12][CH:13]2[CH2:14][CH2:15][N:16]([C:19](=[O:20])[O:21][C:22]([CH3:23])([CH3:24])[CH3:25])[CH2:17][CH2:18]2)(=[O:8])=[O:9])[cH:10][cH:26]1>>[CH2:11]([CH2:12][CH:13]1[CH2:14][CH2:15][N:16]([C:19](=[O:20])[O:21][C:22]([CH3:23])([CH3:24])[CH3:25])[CH2:17][CH2:18]1)[CH2:28][C:29](=[O:30])[O:31][CH2:32][CH3:33]. Starting materials: NC=1C(=CC(=C(C1)SC1(CC1)C(=O)O)Cl)F (1-(5-amino-2-chloro-4-fluoro-phenylthio)-cyclopropanecarboxylic acid), C1(C2=C(C(=O)O1)CCCC2)=O (3,4,5,6-tetrahydrophthalic anhydride), ice water. The solvent is C(C)(=O)O (acetic acid). The product is ClC1=C(C=C(C(=C1)F)N1C(C2=CCCCC2C1=O)=O)SC1(CC1)C(=O)O (1-[2-chloro-4-fluoro-5-(1,2,3,4,5,6-hexahydro-1,3 -dioxo-isoindolyl)-phenylthio]-cyclopropanecarboxylic acid). Reaction SMILES: [NH2:1][C:2]1[C:3]([F:16])=[CH:4][C:5]([Cl:15])=[C:6]([S:8][C:9]2([C:12]([OH:14])=[O:13])[CH2:11][CH2:10]2)[CH:7]=1.[C:17]1(=O)[O:22][C:20](=[O:21])[C:19]2[CH2:23][CH2:24][CH2:25][CH2:26][C:18]1=2>C(O)(=O)C>[Cl:15][C:5]1[CH:4]=[C:3]([F:16])[C:2]([N:1]2[C:20](=[O:21])[CH:19]3[C:18](=[CH:26][CH2:25][CH2:24][CH2:23]3)[C:17]2=[O:22])=[CH:7][C:6]=1[S:8][C:9]1([C:12]([OH:14])=[O:13])[CH2:11][CH2:10]1. Procedure details: A mixture of 2.4 g of 1-(5-amino-2-chloro-4-fluoro-phenylthio)-cyclopropanecarboxylic acid, 1.5 g of 3,4,5,6-tetrahydrophthalic anhydride and 100 ml of glacial acetic acid is heated under reflux for 18 hours while stirring. The reaction mixture is then introduced into ice-water and the resulting product is extracted with ethyl acetate. Drying over sodium sulfate and concentration of the solution by evaporation yield 1.7 g of 1-[2-chloro-4-fluoro-5-(1,2,3,4,5,6-hexahydro-1,3-dioxo-isoindolyl)-phe... The reactants are Cc1ccc(Sc2ccc(O)cc2)c(Nc2ccnc3nc(C)ccc23)c1, CS(=O)(=O)Cl. Yields the product Cc1ccc(Sc2ccc(OS(C)(=O)=O)cc2)c(Nc2ccnc3nc(C)ccc23)c1. RXN SMILES: [CH3:1][c:2]1[cH:3][c:4]([NH:16][c:17]2[cH:18][cH:19][n:20][c:21]3[n:22][c:23]([CH3:27])[cH:24][cH:25][c:26]23)[c:5]([S:8][c:9]2[cH:10][cH:11][c:12]([OH:15])[cH:13][cH:14]2)[cH:6][cH:7]1.[CH3:28][S:29]([Cl:30])(=[O:31])=[O:32]>>[CH3:1][c:2]1[cH:3][c:4]([NH:16][c:17]2[cH:18][cH:19][n:20][c:21]3[n:22][c:23]([CH3:27])[cH:24][cH:25][c:26]23)[c:5]([S:8][c:9]2[cH:10][cH:11][c:12]([O:15][S:29]([CH3:28])(=[O:31])=[O:32])[cH:13][cH:14]2)[cH:6][cH:7]1. The reactants are BrCCCCBr, CCOC(=O)Cc1cccc(Br)c1, [H-], [Na+], C1COCCOCCOCCOCCOCCO1, O. Product: CCOC(=O)C1(c2cccc(Br)c2)CCCC1. As a reaction SMILES: [Br:34][CH2:35][CH2:36][CH2:37][CH2:38][Br:39].[CH2:3]([CH3:4])[O:5][C:6]([CH2:7][c:8]1[cH:9][c:10]([Br:14])[cH:11][cH:12][cH:13]1)=[O:15].[H-:1].[Na+:2].[O:16]1[CH2:17][CH2:18][O:19][CH2:20][CH2:21][O:22][CH2:23][CH2:24][O:25][CH2:26][CH2:27][O:28][CH2:29][CH2:30][O:31][CH2:32][CH2:33]1.[OH2:40]>>[CH2:3]([CH3:4])[O:5][C:6]([C:7]1([c:8]2[cH:9][c:10]([Br:14])[cH:11][cH:12][cH:13]2)[CH2:35][CH2:36][CH2:37][CH2:38]1)=[O:15].